Dataset: the Open Reaction Database (ORD), a public repository of structured organic reaction records. Task: describe an organic reaction: reactants, conditions, products, and yield The reactants are CCOCC (ether), C(C1=CC=CC=C1)(=O)C1=NC=CC=C1 (2-benzoyl-pyridine), C1(=CC=C(C=C1)S(=O)(=O)ON)C (O-(p-toluenesulfonyl)-hydroxylamine). Solvent: ClCCl (dichloromethane), ClCCl (dichloromethane). Conditions: time 2 hour. Product: C1(=CC=C(C=C1)S(=O)(=O)[O-])C.N[N+]1=C(C=CC=C1)C(C1=CC=CC=C1)=O (1-amino-2-benzoyl-pyridinium-p-toluene sulfonate). Reaction SMILES: [C:1]([C:9]1[CH:14]=[CH:13][CH:12]=[CH:11][N:10]=1)(=[O:8])[C:2]1[CH:7]=[CH:6][CH:5]=[CH:4][CH:3]=1.[C:15]1([CH3:26])[CH:20]=[CH:19][C:18]([S:21]([O:24][NH2:25])(=[O:23])=[O:22])=[CH:17][CH:16]=1.CCOCC>ClCCl>[C:15]1([CH3:26])[CH:16]=[CH:17][C:18]([S:21]([O-:24])(=[O:22])=[O:23])=[CH:19][CH:20]=1.[NH2:25][N+:10]1[CH:11]=[CH:12][CH:13]=[CH:14][C:9]=1[C:1](=[O:8])[C:2]1[CH:3]=[CH:4][CH:5]=[CH:6][CH:7]=1 |f:4.5|. Reported procedure: The starting substance is prepared as follows: To a solution of 1 g (5.5 millimoles) of 2-benzoyl-pyridine in 10 ml of dichloromethane a solution of 1.04 g (5.5 millimoles) of O-(p-toluenesulfonyl)-hydroxylamine in 20 ml of dichloromethane is added. The reaction mixture is allowed to stand for 2 hours, then ether is added. 1.5 g (74%), of 1-amino-2-benzoyl-pyridinium-p-toluene sulfonate are obtained. Starting materials: BrC1=CC=C2C(N(C(NC2=C1)=O)CC1=C(C=C(C=C1)Br)F)=O (7-bromo-3-(4-bromo-2-fluorobenzyl)-1,2,3,4-tetrahydro-2,4-dioxoquinazoline), [H-].[Na+] (sodium hydride), O (water), BrCC(=O)OCC (ethyl bromoacetate). Run in CN(C=O)C (N,N-dimethylformamide). Reaction conditions: temperature 0 celsius. Product: BrC1=CC=C2C(N(C(N(C2=C1)CC(=O)OCC)=O)CC1=C(C=C(C=C1)Br)F)=O (ethyl 2-[7-bromo-3-(4-bromo-2-fluorobenzyl)-1,2,3,4-tetrahydro-2,4-dioxoquinazolin-1-yl]acetate). Reaction SMILES: [Br:1][C:2]1[CH:11]=[C:10]2[C:5]([C:6](=[O:22])[N:7]([CH2:13][C:14]3[CH:19]=[CH:18][C:17]([Br:20])=[CH:16][C:15]=3[F:21])[C:8](=[O:12])[NH:9]2)=[CH:4][CH:3]=1.[H-].[Na+].Br[CH2:26][C:27]([O:29][CH2:30][CH3:31])=[O:28].O>CN(C)C=O>[Br:1][C:2]1[CH:11]=[C:10]2[C:5]([C:6](=[O:22])[N:7]([CH2:13][C:14]3[CH:19]=[CH:18][C:17]([Br:20])=[CH:16][C:15]=3[F:21])[C:8](=[O:12])[N:9]2[CH2:26][C:27]([O:29][CH2:30][CH3:31])=[O:28])=[CH:4][CH:3]=1 |f:1.2|. Procedure: To a solution of 7-bromo-3-(4-bromo-2-fluorobenzyl)-1,2,3,4-tetrahydro-2,4-dioxoquinazoline (2.80 g) in N,N-dimethylformamide (56 ml) was added sodium hydride (60% in mineral oil, 334 mg) with stirring at 0° C. under an atmosphere of nitrogen and the mixture was stirred at room temperature for 1 hour. To this mixture was added ethyl bromoacetate (0.85 ml) dropwise and the mixture was stirred at room temperature for 2 hours. The solvent was removed under reduced pressure to give a residue, which ... Reactants: O=C([O-])[O-], Cn1nnnc1SCCCCl, CC(C)=O, [I-], [K+], [K+], [K+], Oc1cccnc1S. Product: Cn1nnnc1SCCCSc1ncccc1O. As a reaction SMILES: [C:20](=[O:21])([O-:22])[O-:23].[CH3:1][n:2]1[n:3][n:4][n:5][c:6]1[S:7][CH2:8][CH2:9][CH2:10][Cl:11].[CH3:28][C:29](=[O:30])[CH3:31].[I-:27].[K+:24].[K+:25].[K+:26].[OH:12][c:13]1[c:14]([SH:19])[n:15][cH:16][cH:17][cH:18]1>>[CH3:1][n:2]1[n:3][n:4][n:5][c:6]1[S:7][CH2:8][CH2:9][CH2:10][S:19][c:14]1[c:13]([OH:12])[cH:18][cH:17][cH:16][n:15]1. Starting materials: C(C=C)(=O)O (acrylic acid), ice water, ClC=1C=CC(=NC1)N1C(C2=NC=CN=C2C1OC(=O)N1CCNCC1)=O (6-(5-chloropyrid-2-yl)-7-oxo-5-(piperazin-1-yl)carbonyloxy-6,7-dihydro-5H-pyrrolo[3,4-b]pyrazine), C1(CCCCC1)N=C=NC1CCCCC1 (N,N'-dicyclohexylcarbodiimide). Run in CN(C=O)C (dimethylformamide), C(Cl)Cl (methylene chloride), C(Cl)Cl (methylene chloride), C(C)(=O)OCC (ethyl acetate), C(Cl)Cl (methylene chloride), C(Cl)Cl (methylene chloride). Reaction conditions: temperature 20 celsius, time 1 hour. Product: O.C(C=C)(=O)N1CCN(CC1)C(=O)OC1N(C(C2=NC=CN=C21)=O)C2=NC=C(C=C2)Cl (5-(4-acryloylpiperazin-1-yl)carbonyloxy-6-(5-chloropyrid-2-yl)-7-oxo-6,7-dihydro-5H-pyrrolo[3,4-b]pyrazine hydrate). The yield is 56.4%. As a reaction SMILES: [C:1](O)(=[O:4])[CH:2]=[CH2:3].C1(N=C=NC2CCCCC2)CCCCC1.[Cl:21][C:22]1[CH:23]=[CH:24][C:25]([N:28]2[CH:36]([O:37][C:38]([N:40]3[CH2:45][CH2:44][NH:43][CH2:42][CH2:41]3)=[O:39])[C:35]3[C:30](=[N:31][CH:32]=[CH:33][N:34]=3)[C:29]2=[O:46])=[N:26][CH:27]=1>C(Cl)Cl.C(OCC)(=O)C.CN(C)C=O>[OH2:4].[C:1]([N:43]1[CH2:42][CH2:41][N:40]([C:38]([O:37][CH:36]2[C:35]3[C:30](=[N:31][CH:32]=[CH:33][N:34]=3)[C:29](=[O:46])[N:28]2[C:25]2[CH:24]=[CH:23][C:22]([Cl:21])=[CH:27][N:26]=2)=[O:39])[CH2:45][CH2:44]1)(=[O:4])[CH:2]=[CH2:3] |f:6.7|. Procedure: A solution of acrylic acid (1.19 g.) in anhydrous methylene chloride (10 cc.) followed by a solution of N,N'-dicyclohexylcarbodiimide (3.4 g.) in anhydrous methylene chloride (30 cc.) are added successively, at a temperature of about 20° C., to a suspension of 6-(5-chloropyrid-2-yl)-7-oxo-5-(piperazin-1-yl)carbonyloxy-6,7-dihydro-5H-pyrrolo[3,4-b]pyrazine (5.6 g.) in anhydrous methylene chloride (100 cc.). The mixture is stirred for 1 hour at a temperature of about 20° C. The insoluble product (... Reactants: N1=CC=CC2=CC(=CC=C12)CC1=NN=C2N1N=C(C=C2)C(C)=O (1-(3-(Quinolin-6-ylmethyl)-[1,2,4]triazolo[4,3-b]pyridazin-6-yl)ethanone), C(C)ON (O-ethylhydroxylamine). The solvent is CO (MeOH). Yields the product C(C)O\N=C(/C)\C=1C=CC=2N(N1)C(=NN2)CC=2C=C1C=CC=NC1=CC2 ((E)-1-(3-(Quinolin-6-ylmethyl)-[1,2,4]triazolo[4,3-b]pyridazin-6-yl)ethanone O-ethyl oxime). Yield: 46.1%. RXN SMILES: [N:1]1[C:10]2[C:5](=[CH:6][C:7]([CH2:11][C:12]3[N:16]4[N:17]=[C:18]([C:21](=O)[CH3:22])[CH:19]=[CH:20][C:15]4=[N:14][N:13]=3)=[CH:8][CH:9]=2)[CH:4]=[CH:3][CH:2]=1.[CH2:24]([O:26][NH2:27])[CH3:25]>CO>[CH2:24]([O:26]/[N:27]=[C:21](/[C:18]1[CH:19]=[CH:20][C:15]2[N:16]([C:12]([CH2:11][C:7]3[CH:6]=[C:5]4[C:10](=[CH:9][CH:8]=3)[N:1]=[CH:2][CH:3]=[CH:4]4)=[N:13][N:14]=2)[N:17]=1)\[CH3:22])[CH3:25]. Procedure: A solution of 1-(3-(quinolin-6-ylmethyl)-[1,2,4]triazolo[4,3-b]pyridazin-6-yl)ethanone (41.2) (30 mg, 0.099 mmol) and O-ethylhydroxylamine (18.12 mg, 0.297 mmol) in 5 mL of MeOH was stirred at rt overnight. Solvent was evaporated and the crude was purified by HPLC (acidic with 0.05% TFA) to give 15.8 mg (46.1%) of the title compound as a white TFA salt. 1H-NMR (400 MHz, MeOH-d4 δ ppm 9.05 (s, 1H), 8.85 (d, 1H), 8.23 (s, 1H), 8.12 (m, 3H), 7.98 (d, 1H), 7.89 (m, 1H), 4.91 (s, 2H), 4.36 (q, 2H), 2... The reactants are N1C=NC2=C1C=CC(=C2)C=O (1H-benzoimidazole-5-carboxaldehyde), COC(C=P(C1=CC=CC=C1)(C1=CC=CC=C1)C1=CC=CC=C1)=O (methyl(triphenylphosphoranylidene)acetate). Isolated yield 74.3%. RXN SMILES: [NH:1]1[C:5]2[CH:6]=[CH:7][C:8]([CH:10]=O)=[CH:9][C:4]=2[N:3]=[CH:2]1.[CH3:12][O:13][C:14](=[O:35])[CH:15]=P(C1C=CC=CC=1)(C1C=CC=CC=1)C1C=CC=CC=1>>[CH3:12][O:13][C:14](=[O:35])[CH:15]=[CH:10][C:8]1[CH:7]=[CH:6][C:5]2[NH:1][CH:2]=[N:3][C:4]=2[CH:9]=1. Procedure: To a solution of 1H-benzoimidazole-5-carboxaldehyde (250 mg in 12 mL dry tetrahydrofuran) at 0° C. was added 1.43 g methyl(triphenylphosphoranylidene)acetate and the mixture allowed to warm to room temperature. After 24 hours the mixture was concentrated in vacuo and purified by flash chromatography on silica gel (methylene chloride:methanol, 93:7) to give the title compound (257 mg). The product is COC(C=CC1=CC2=C(NC=N2)C=C1)=O (3-(1H-benzoimidazol-5-yl)-acrylic acid methyl ester).